From a dataset of the Open Reaction Database (ORD), a public repository of structured organic reaction records. describe an organic reaction: reactants, conditions, products, and yield Starting materials: ClC=1C=CC(=C(C(=O)O)C1)[N+](=O)[O-] (5-Chloro-2-nitrobenzoic acid), CO (methanol). Yields the product ClC=1C=CC(=C(C(=O)OC)C1)[N+](=O)[O-] (methyl 5-chloro-2-nitrobenzoate). Reaction SMILES: [Cl:1][C:2]1[CH:3]=[CH:4][C:5]([N+:11]([O-:13])=[O:12])=[C:6]([CH:10]=1)[C:7]([OH:9])=[O:8].[CH3:14]O>>[Cl:1][C:2]1[CH:3]=[CH:4][C:5]([N+:11]([O-:13])=[O:12])=[C:6]([CH:10]=1)[C:7]([O:9][CH3:14])=[O:8]. Procedure: 5-Chloro-2-nitrobenzoic acid (20.1 g,; 0.10 mol), is dissolved in anhydrous methanol (100 ml) and anhydrous hydrogen chloride gas is bubbled into the reaction mixture for 4 hours at room temperature. The reaction mixture is then poured into water and the aqueous mixture triturated with hexane, the hexane layer decanted, dried (anhd. MgSO4) and the solvent removed under vacuum to afford 11.7 g of methyl 5-chloro-2-nitrobenzoate, mp 50°-51° C. The reactants are C=CC=C (1,3-butadiene), C(CCC)[Sn](CCCC)(Cl)Cl (dibutyl-tin-dichloride), CC(C)([O-])C.[Li+] (lithium-t-butoxide), C=CC1=CC=CC=C1 (styrene). Solvent: CCCCCC (hexane), CCCCCC (hexane), C1CCCCC1 (cyclohexane), CCCCCC (hexane), C=CC1=CC=CC=C1.CCCCCC (styrene hexane). Conditions: temperature 60 celsius, time 4 hour. Product: C=CC1=CC=CC=C1.C=CC=C.C=CC1=CC=CC=C1 (styrene-butadiene-styrene). As a reaction SMILES: [CH2:1]=[CH:2][CH:3]=[CH2:4].CC(C)([O-])C.[Li+].[CH2:11]=[CH:12][C:13]1[CH:18]=[CH:17][CH:16]=[CH:15][CH:14]=1.C([Sn](Cl)(Cl)CCCC)CCC>CCCCCC.C=CC1C=CC=CC=1.CCCCCC.C1CCCCC1>[CH2:11]=[CH:12][C:13]1[CH:18]=[CH:17][CH:16]=[CH:15][CH:14]=1.[CH2:1]=[CH:2][CH:3]=[CH2:4].[CH2:11]=[CH:12][C:13]1[CH:18]=[CH:17][CH:16]=[CH:15][CH:14]=1 |f:1.2,6.7,9.10.11|. Procedure: A styrene-butadiene-styrene block polymer was prepared using the cycloorganomagnesium initiator, SBMG, as follows: To the reactor was charged 1.25 lbs. of 24.8% 1,3-butadiene in technical hexane and 3.1 lbs. of additional hexane, followed by 3.8 mM SBMG in styrene/hexane and 5.7 mM of lithium-t-butoxide in cyclohexane. The reactor was then heated to 60° C. and the reaction allowed to proceed for 4 hours. Then 180 grams of 33% styrene in hexane were added and polymerization proceeded for an addit... Reactants: ClC1=C(C(=O)Cl)C=CC=C1 (2-Chlorobenzoyl chloride), Cl (HCl), Cl (HCl), BrC1=CC=C(N)C=C1 (4-bromoaniline), BrC1=CC=C(N)C=C1 (4-bromoaniline), OS(=O)(=O)O (H2SO4). Procedure details: 2-Chlorobenzoyl chloride (177 mL, 1.4 mol) was cooled in a 2-L flask equipped with a condenser and a thermometer to 0° C. with an ice-water bath and 4-bromoaniline (100 g, 0.58 mol) was added to the cooled solution. The mixture was heated to 120° C. and kept at this temperature for 1 h until analysis by TLC indicated 4-bromoaniline had been consumed (EtOAc:hexane, 1:4). The solution was heated to 160° C. and anhydrous ZnCl2 (95 g, 0.70 mol, flamed dried) was added in one portion. The temperature... Yields the product NC1=C(C(=O)C2=C(C=CC=C2)Cl)C=C(C=C1)Br (2-Amino-5-bromo-2′-chlorobenzophenone). The reagents and catalysts are [Cl-].[Cl-].[Zn+2] (ZnCl2). RXN SMILES: [Cl:1][C:2]1[CH:10]=[CH:9][CH:8]=[CH:7][C:3]=1[C:4](Cl)=[O:5].[Br:11][C:12]1[CH:18]=[CH:17][C:15]([NH2:16])=[CH:14][CH:13]=1.Cl.OS(O)(=O)=O>[Cl-].[Cl-].[Zn+2].O>[NH2:16][C:15]1[CH:17]=[CH:18][C:12]([Br:11])=[CH:13][C:14]=1[C:4]([C:3]1[CH:7]=[CH:8][CH:9]=[CH:10][C:2]=1[Cl:1])=[O:5] |f:4.5.6|. The solvent is O (Water), O (water), O (water). Run at temperature 120 celsius, time 1 hour. The reactants are CCCOc1cc2c(cc1C(CC)=C(F)C(=O)OCC)C(C)(C)CCC2(C)C, CC(C)C[Al+]CC(C)C, C1CCOC1, CCCCCC, [H-]. Product: CCCOc1cc2c(cc1C(CC)=C(F)CO)C(C)(C)CCC2(C)C. Reaction SMILES: [CH2:17]([CH2:18][CH3:19])[O:20][c:21]1[c:22]([C:35](=[C:36]([C:37](=[O:38])[O:39][CH2:40][CH3:41])[F:42])[CH2:43][CH3:44])[cH:23][c:24]2[c:29]([cH:30]1)[C:28]([CH3:31])([CH3:32])[CH2:27][CH2:26][C:25]2([CH3:33])[CH3:34].[CH2:2]([Al+:3][CH2:4][CH:5]([CH3:6])[CH3:7])[CH:8]([CH3:9])[CH3:10].[CH2:45]1[O:46][CH2:47][CH2:48][CH2:49]1.[CH3:11][CH2:12][CH2:13][CH2:14][CH2:15][CH3:16].[H-:1]>>[CH2:17]([CH2:18][CH3:19])[O:20][c:21]1[c:22]([C:35](=[C:36]([CH2:37][OH:38])[F:42])[CH2:43][CH3:44])[cH:23][c:24]2[c:29]([cH:30]1)[C:28]([CH3:31])([CH3:32])[CH2:27][CH2:26][C:25]2([CH3:33])[CH3:34]. Reaction SMILES: [C:64]([c:65]1[cH:66][cH:67][cH:68][cH:69][cH:70]1)([c:71]1[cH:72][cH:73][cH:74][cH:75][cH:76]1)([c:77]1[cH:78][cH:79][cH:80][cH:81][cH:82]1)[NH:83][c:84]1[s:85][cH:86][c:87]([C:89]([C:90](=[O:91])[OH:92])=[N:93][O:94][C:95]([CH3:96])([CH3:97])[C:98](=[O:99])[O:100][C:101]([CH3:102])([CH3:103])[CH3:104])[n:88]1.[CH3:105][N:106]([CH3:107])[CH:108]=[O:109].[CH3:110][C:111](=[O:112])[OH:113].[CH:11]1([N:12]=[C:13]=[N:14][CH:15]2[CH2:16][CH2:17][CH2:18][CH2:19][CH2:20]2)[CH2:21][CH2:22][CH2:23][CH2:24][CH2:25]1.[NH2:26][CH:27]1[CH:28]2[S:29][CH2:30][C:31]([c:52]3[cH:53][n:54][c:55]([NH:57][c:58]4[cH:59][n:60][cH:61][cH:62][cH:63]4)[s:56]3)=[C:32]([C:36](=[O:37])[O:38][CH:39]([c:40]3[cH:41][cH:42][cH:43][cH:44][cH:45]3)[c:46]3[cH:47][cH:48][cH:49][cH:50][cH:51]3)[N:33]2[C:34]1=[O:35].[OH:1][n:2]1[c:3]2[cH:4][cH:5][cH:6][cH:7][c:8]2[n:9][n:10]1>>[NH:26]([CH:27]1[CH:28]2[S:29][CH2:30][C:31]([c:52]3[cH:53][n:54][c:55]([NH:57][c:58]4[cH:59][n:60][cH:61][cH:62][cH:63]4)[s:56]3)=[C:32]([C:36](=[O:37])[O:38][CH:39]([c:40]3[cH:41][cH:42][cH:43][cH:44][cH:45]3)[c:46]3[cH:47][cH:48][cH:49][cH:50][cH:51]3)[N:33]2[C:34]1=[O:35])[C:90]([C:89]([c:87]1[cH:86][s:85][c:84]([NH:83][C:64]([c:65]2[cH:66][cH:67][cH:68][cH:69][cH:70]2)([c:71]2[cH:72][cH:73][cH:74][cH:75][cH:76]2)[c:77]2[cH:78][cH:79][cH:80][cH:81][cH:82]2)[n:88]1)=[N:93][O:94][C:95]([CH3:96])([CH3:97])[C:98](=[O:99])[O:100][C:101]([CH3:102])([CH3:103])[CH3:104])=[O:91]. Yields the product CC(C)(C)OC(=O)C(C)(C)ON=C(C(=O)NC1C(=O)N2C(C(=O)OC(c3ccccc3)c3ccccc3)=C(c3cnc(Nc4cccnc4)s3)CSC12)c1csc(NC(c2ccccc2)(c2ccccc2)c2ccccc2)n1. Starting materials: CC(C)(C)OC(=O)C(C)(C)ON=C(C(=O)O)c1csc(NC(c2ccccc2)(c2ccccc2)c2ccccc2)n1, CN(C)C=O, CC(=O)O, C(=NC1CCCCC1)=NC1CCCCC1, NC1C(=O)N2C(C(=O)OC(c3ccccc3)c3ccccc3)=C(c3cnc(Nc4cccnc4)s3)CSC12, On1nnc2ccccc21.